Task: describe an organic reaction: reactants, conditions, products, and yield. Dataset: the Open Reaction Database (ORD), a public repository of structured organic reaction records Starting materials: BrC=1C=CC2=C(C(=NCC=3N2C(=NN3)C)C3=NC=CC=C3)C1 (8bromo-1-methyl-6-(2-pyridyl)-4H-s-triazolo[4,3-a][1,4]benzodiazepine), C=O (formaldehyde). The solvent is C=1(C(=CC=CC1)C)C (xylene). Product: BrC=1C=CC2=C(C(=NCC=3N2C(=NN3)CCO)C3=NC=CC=C3)C1 (8-bromo-1-(2-hydroxyethyl)-6-(2-pyridyl)-4H-s-triazolo-[4,3-a][1,4]benzodiazepine). As a reaction SMILES: [Br:1][C:2]1[CH:3]=[CH:4][C:5]2[N:11]3[C:12]([CH3:15])=[N:13][N:14]=[C:10]3[CH2:9][N:8]=[C:7]([C:16]3[CH:21]=[CH:20][CH:19]=[CH:18][N:17]=3)[C:6]=2[CH:22]=1.[CH2:23]=[O:24]>C1(C)C(C)=CC=CC=1>[Br:1][C:2]1[CH:3]=[CH:4][C:5]2[N:11]3[C:12]([CH2:15][CH2:23][OH:24])=[N:13][N:14]=[C:10]3[CH2:9][N:8]=[C:7]([C:16]3[CH:21]=[CH:20][CH:19]=[CH:18][N:17]=3)[C:6]=2[CH:22]=1. Procedure: In the manner given in Example 1, 8bromo-1-methyl-6-(2-pyridyl)-4H-s-triazolo[4,3-a][1,4]benzodiazepine in xylene is heated in an oil bath at 105°-110° C. with formaldehyde gas bubbling through the solution to give 8-bromo-1-(2-hydroxyethyl)-6-(2-pyridyl)-4H-s-triazolo-[4,3-a][1,4]benzodiazepine. The reactants are C(C1=CC=CC=C1)N1CC[C@H]2C(C3=C(C=CC=C3[C@H]2C1)C1=C(C=C(C=C1)Cl)Cl)=O (cis-3-benzyl-8-(2,4-dichloro-phenyl)-1,2,3,4,4a,9a-hexahydro-3-aza-fluoren-9-one). The reagents and catalysts are [OH-].[OH-].[Pd+2] (Pd(OH)2). Solvent: CO (MeOH). Yields the product ClC1=C(C=CC(=C1)Cl)C=1C=CC=C2[C@H]3CNCC[C@H]3C(C12)=O (cis-8-(2,4-Dichloro-phenyl)-1,2,3,4,4a,9a-hexahydro-3-aza-fluoren-9-one). Reaction SMILES: C([N:8]1[CH2:20][C@H:19]2[C@H:11]([C:12](=[O:29])[C:13]3[C:18]2=[CH:17][CH:16]=[CH:15][C:14]=3[C:21]2[CH:26]=[CH:25][C:24]([Cl:27])=[CH:23][C:22]=2[Cl:28])[CH2:10][CH2:9]1)C1C=CC=CC=1>CO.[OH-].[OH-].[Pd+2]>[Cl:28][C:22]1[CH:23]=[C:24]([Cl:27])[CH:25]=[CH:26][C:21]=1[C:14]1[CH:15]=[CH:16][CH:17]=[C:18]2[C:13]=1[C:12](=[O:29])[C@H:11]1[C@@H:19]2[CH2:20][NH:8][CH2:9][CH2:10]1 |f:2.3.4|. Procedure details: The title compound was prepared as a white solid (69 mg, 0.21) by following the procedure step A of example 4 from cis-3-benzyl-8-(2,4-dichloro-phenyl)-1,2,3,4,4a,9a-hexahydro-3-aza-fluoren-9-one (90 mg, 0.21 mmol) and Pd(OH)2 (18 mg, 20 wt %) in MeOH (3.0 mL): MS (ES) 332.1 (M+H). Starting materials: Cc1cnc(N2CCN(C(=O)c3ccc(Cl)cc3Br)CC2)c(C)c1, O=C1NCCO1. Yields the product Cc1cnc(N2CCN(C(=O)c3ccc(Cl)cc3N3CCOC3=O)CC2)c(C)c1. RXN SMILES: [Br:1][c:2]1[c:3]([C:9](=[O:10])[N:11]2[CH2:12][CH2:13][N:14]([c:17]3[n:18][cH:19][c:20]([CH3:24])[cH:21][c:22]3[CH3:23])[CH2:15][CH2:16]2)[cH:4][cH:5][c:6]([Cl:8])[cH:7]1.[O:25]1[C:26](=[O:30])[NH:27][CH2:28][CH2:29]1>>[c:2]1([N:27]2[C:26](=[O:30])[O:25][CH2:29][CH2:28]2)[c:3]([C:9](=[O:10])[N:11]2[CH2:12][CH2:13][N:14]([c:17]3[n:18][cH:19][c:20]([CH3:24])[cH:21][c:22]3[CH3:23])[CH2:15][CH2:16]2)[cH:4][cH:5][c:6]([Cl:8])[cH:7]1. Starting materials: Cc1cc(OCCc2nc(-c3ccc(-c4ccccc4F)nc3)sc2C)ccc1CCC(=O)OC(C)(C)C, ClCCl, O=C(O)C(F)(F)F, O. The product is Cc1cc(OCCc2nc(-c3ccc(-c4ccccc4F)nc3)sc2C)ccc1CCC(=O)O. As a reaction SMILES: [C:1]([CH3:2])([CH3:3])([CH3:4])[O:5][C:6]([CH2:7][CH2:8][c:9]1[c:10]([CH3:37])[cH:11][c:12]([O:15][CH2:16][CH2:17][c:18]2[n:19][c:20](-[c:24]3[cH:25][n:26][c:27](-[c:30]4[c:31]([F:36])[cH:32][cH:33][cH:34][cH:35]4)[cH:28][cH:29]3)[s:21][c:22]2[CH3:23])[cH:13][cH:14]1)=[O:38].[CH2:47]([Cl:48])[Cl:49].[F:39][C:40]([F:41])([F:42])[C:43]([OH:44])=[O:45].[OH2:46]>>[O:5]=[C:6]([CH2:7][CH2:8][c:9]1[c:10]([CH3:37])[cH:11][c:12]([O:15][CH2:16][CH2:17][c:18]2[n:19][c:20](-[c:24]3[cH:25][n:26][c:27](-[c:30]4[c:31]([F:36])[cH:32][cH:33][cH:34][cH:35]4)[cH:28][cH:29]3)[s:21][c:22]2[CH3:23])[cH:13][cH:14]1)[OH:38]. As a reaction SMILES: [CH2:27]1[O:28][CH2:29][CH2:30][CH2:31]1.[CH3:11][Si-:12]([CH3:13])([F:14])([F:15])[CH3:16].[CH3:1][N:2]([S+:3]([N:4]([CH3:5])[CH3:6])[N:7]([CH3:8])[CH3:9])[CH3:10].[F:17][C:18]([C:19]1([F:24])[C:20]([F:21])([F:22])[O:23]1)([F:25])[F:26]>>[CH3:1][N:2]([S+:3]([N:4]([CH3:5])[CH3:6])[N:7]([CH3:8])[CH3:9])[CH3:10].[F:14][C:19]([C:18]([F:17])([F:25])[F:26])([C:20]([F:21])([F:22])[O-:23])[F:24]. Product: CN(C)[S+](N(C)C)N(C)C, [O-]C(F)(F)C(F)(F)C(F)(F)F. The reactants are C1CCOC1, C[Si-](C)(C)(F)F, CN(C)[S+](N(C)C)N(C)C, FC(F)(F)C1(F)OC1(F)F. The reactants are ClCC1=C2C(CC2)=CC=C1 (4-chloromethylbenzocyclobutene), C1(=CC=CC=C1)P(C1=CC=CC=C1)C1=CC=CC=C1 (triphenylphosphine), C(C)OCC (diethyl ether). The solvent is C(Cl)(Cl)Cl (chloroform). The product is [Cl-].C1(=CC=CC=C1)[P+](CC1=CC2=C(C=C2)C=C1)(C1=CC=CC=C1)C1=CC=CC=C1 (tripheny(4-benzocyclobutenyl)methyl phosphonium chloride). RXN SMILES: [Cl:1]C[C:3]1[CH:10]=[CH:9][CH:8]=[C:5]2[CH2:6][CH2:7][C:4]=12.[C:11]1([P:17]([C:24]2[CH:29]=[CH:28][CH:27]=[CH:26][CH:25]=2)[C:18]2[CH:23]=[CH:22][CH:21]=[CH:20][CH:19]=2)[CH:16]=[CH:15][CH:14]=[CH:13][CH:12]=1.[CH2:30](OCC)C>C(Cl)(Cl)Cl>[Cl-:1].[C:24]1([P+:17]([C:11]2[CH:12]=[CH:13][CH:14]=[CH:15][CH:16]=2)([C:18]2[CH:23]=[CH:22][CH:21]=[CH:20][CH:19]=2)[CH2:30][C:9]2[CH:10]=[CH:3][C:4]3[CH:7]=[CH:6][C:5]=3[CH:8]=2)[CH:25]=[CH:26][CH:27]=[CH:28][CH:29]=1 |f:4.5|. Procedure details: A solution of 4-chloromethylbenzocyclobutene (24.4 g, 160 mmol) and triphenylphosphine (41.9 g, 160 mmol) in 120 ml of chloroform was heated at reflux for 24 h. Addition of diethyl ether followed by filtration gave tripheny(4-benzocyclobutenyl)methyl phosphonium chloride as a white powder: 1H NMR (CDCl3) δ3.03 (m, 4H), 5.36 (d, 2H), 6.82 (m, 3H), 7.6-7.8 (m, 15H). To a solution of the phosphonium salt in 500 ml of 37% formaldehyde in water was added dropwise 75 ml of 50% aqueous sodium hydroxide... The reactants are CC[O-], CCO, CCOC=O, [Na+], Cc1c(C(=O)Nc2cccc(C(=O)c3ccc4c(c3)NC(=O)C4)c2)cnn1C. The product is Cc1c(C(=O)Nc2cccc(C(=O)c3ccc4c(c3)NC(=O)C4=CO)c2)cnn1C. Reaction SMILES: [CH3:35][CH2:36][O-:37].[CH3:38][CH2:39][OH:40].[CH:29](=[O:30])[O:31][CH2:32][CH3:33].[Na+:34].[O:1]=[C:2]1[NH:3][c:4]2[cH:5][c:6]([C:11](=[O:12])[c:13]3[cH:14][c:15]([NH:19][C:20](=[O:21])[c:22]4[cH:23][n:24][n:25]([CH3:28])[c:26]4[CH3:27])[cH:16][cH:17][cH:18]3)[cH:7][cH:8][c:9]2[CH2:10]1>>[O:1]=[C:2]1[NH:3][c:4]2[cH:5][c:6]([C:11](=[O:12])[c:13]3[cH:14][c:15]([NH:19][C:20](=[O:21])[c:22]4[cH:23][n:24][n:25]([CH3:28])[c:26]4[CH3:27])[cH:16][cH:17][cH:18]3)[cH:7][cH:8][c:9]2[C:10]1=[CH:29][OH:30].